Dataset: the Open Reaction Database (ORD), a public repository of structured organic reaction records. Task: describe an organic reaction: reactants, conditions, products, and yield The reactants are C(=O)(N1C=NC=C1)N1C=NC=C1 (1,1′-Carbonyldiimidazole), NC1=CC(=C(C(=O)O)C=C1Cl)OC (4-amino-5-chloro-2-methoxybenzoic acid), C(C)(C)(C)OC(=O)N1CCC(CC1)CN (N-tert-butyloxycarbonyl-4-(aminomethyl)piperidine). The solvent is CN(C=O)C (dimethylformamide), CN(C=O)C (dimethylformamide). Reaction conditions: time 5 minute. The product is ethyl acetate hexanes, C(C)(C)(C)OC(=O)N1CCC(CC1)CNC(=O)C1=C(C=C(C(=C1)Cl)N)OC (N-tert-butyloxycarbonyl-4-(4-amino-5-chloro-2-methoxyphenylcarbonylaminomethyl)piperidine). Yield: 80.0%. As a reaction SMILES: C(N1C=CN=C1)(N1C=CN=C1)=O.[NH2:13][C:14]1[C:22]([Cl:23])=[CH:21][C:17]([C:18]([OH:20])=O)=[C:16]([O:24][CH3:25])[CH:15]=1.[C:26]([O:30][C:31]([N:33]1[CH2:38][CH2:37][CH:36]([CH2:39][NH2:40])[CH2:35][CH2:34]1)=[O:32])([CH3:29])([CH3:28])[CH3:27]>CN(C)C=O>[C:26]([O:30][C:31]([N:33]1[CH2:38][CH2:37][CH:36]([CH2:39][NH:40][C:18]([C:17]2[CH:21]=[C:22]([Cl:23])[C:14]([NH2:13])=[CH:15][C:16]=2[O:24][CH3:25])=[O:20])[CH2:35][CH2:34]1)=[O:32])([CH3:29])([CH3:28])[CH3:27]. Procedure: 1,1′-Carbonyldiimidazole (1.61 g, 9.91 mmol) was added to a solution of 4-amino-5-chloro-2-methoxybenzoic acid (2.0 g, 9.91 mmol) in dimethylformamide (5 ml). After stirring for 5 min. at room temperature, solution of N-tert-butyloxycarbonyl-4-(aminomethyl)piperidine (1.77 g, 8.26 mmol) in dimethylformamide (5 ml) was added and the reaction mixture was heated at 55° C. After 23 h, the product was extracted into ethyl acetate and the organic layer was washed with aqueous sodium bicarbonate, dried... The reactants are C(#N)CC1=C(C=CC(=O)OCC)C=CC=C1 (Ethyl o-(cyanomethyl)cinnamate), [H][H] (hydrogen). Reagents/catalysts: [Pd] (palladium on charcoal). The solvent is C(C)O (ethanol). Product: C(#N)CC1=C(CCC(=O)OCC)C=CC=C1 (ethyl o-(cyanomethyl)hydrocinnamate). RXN SMILES: [C:1]([CH2:3][C:4]1[CH:16]=[CH:15][CH:14]=[CH:13][C:5]=1[CH:6]=[CH:7][C:8]([O:10][CH2:11][CH3:12])=[O:9])#[N:2].[H][H]>C(O)C.[Pd]>[C:1]([CH2:3][C:4]1[CH:16]=[CH:15][CH:14]=[CH:13][C:5]=1[CH2:6][CH2:7][C:8]([O:10][CH2:11][CH3:12])=[O:9])#[N:2]. Procedure: Ethyl o-(cyanomethyl)cinnamate (75.1 g., 0.35 mole) is dissolved in ethanol (300 ml.) and hydrogenated at a pressure of 1 atmosphere and room temperature over 2.5 g. of a 5% palladium on charcoal catalyst. When the theoretical amount of hydrogen (0.35 mole) has been absorbed, the catalyst is filtered off and the ethanol removed by distillation at reduced pressure to yield ethyl o-(cyanomethyl)hydrocinnamate.